Dataset: the Open Reaction Database (ORD), a public repository of structured organic reaction records. Task: describe an organic reaction: reactants, conditions, products, and yield Starting materials: COCCO, CC(C)(C)OC(=O)N1CCCC(C2(c3cccc(Cl)c3)CO2)C1, [H-], [Na+]. Product: COCCOCC(O)(c1cccc(Cl)c1)C1CCCN(C(=O)OC(C)(C)C)C1. RXN SMILES: [CH3:26][O:27][CH2:28][CH2:29][OH:30].[Cl:3][c:4]1[cH:5][c:6]([C:10]2([CH:13]3[CH2:14][N:15]([C:19](=[O:20])[O:21][C:22]([CH3:23])([CH3:24])[CH3:25])[CH2:16][CH2:17][CH2:18]3)[O:11][CH2:12]2)[cH:7][cH:8][cH:9]1.[H-:2].[Na+:1]>>[Cl:3][c:4]1[cH:5][c:6]([C:10]([OH:11])([CH2:12][O:30][CH2:29][CH2:28][O:27][CH3:26])[CH:13]2[CH2:14][N:15]([C:19](=[O:20])[O:21][C:22]([CH3:23])([CH3:24])[CH3:25])[CH2:16][CH2:17][CH2:18]2)[cH:7][cH:8][cH:9]1. Reactants: C(C)(C)(C)OC(=O)NCC1(C(C1)CC(C)C)C(=O)O (1-(tert-butoxycarbonylamino-methyl)-2-isobutyl-cyclopropanecarboxylic acid), Cl (HCl), CCOCC (ether). Solvent: O1CCOCC1 (1,4-dioxane). Run at time 8 hour. Yields the product Cl.NCC1(C(C1)CC(C)C)C(=O)O (1-aminomethyl-2-isobutyl-cyclopropanecarboxylic acid hydrochloride). Isolated yield 76.0%. As a reaction SMILES: C(OC([NH:8][CH2:9][C:10]1([C:17]([OH:19])=[O:18])[CH2:12][CH:11]1[CH2:13][CH:14]([CH3:16])[CH3:15])=O)(C)(C)C.[ClH:20].CCOCC>O1CCOCC1>[ClH:20].[NH2:8][CH2:9][C:10]1([C:17]([OH:19])=[O:18])[CH2:12][CH:11]1[CH2:13][CH:14]([CH3:16])[CH3:15] |f:4.5|. Procedure details: To a solution of 1-(tert-butoxycarbonylamino-methyl)-2-isobutyl-cyclopropanecarboxylic acid (2.8 g, 10.3 mmol) in dry 1,4-dioxane (60 mL) was added 4N HCl (40 mL, in 1,4-dioxane). The reaction mixture was stirred at room temperature overnight and ether was added (100 mL). The white solid was collected and dried to give 1.6 g (76%) of 1-aminomethyl-2-isobutyl-cyclopropanecarboxylic acid hydrochloride: mp: 254-255° C.; 1H NMR (300 MHz, D2O) δ 0.95(t, J=6.2 Hz, 6H), 0.96 (m, 1H), 1.21-1.28 (m, 1H),... The reactants are CN(C)C(=O)Nc1cc(Br)ccc1N1CCc2ccccc21, O=P(Cl)(Cl)Cl. Yields the product CN(C)C1=Nc2cc(Br)ccc2N2CCc3cccc1c32. As a reaction SMILES: [Br:1][c:2]1[cH:3][cH:4][c:5]([N:14]2[CH2:15][CH2:16][c:17]3[cH:18][cH:19][cH:20][cH:21][c:22]32)[c:6]([NH:8][C:9](=[O:10])[N:11]([CH3:12])[CH3:13])[cH:7]1.[P:23]([Cl:24])([Cl:25])([Cl:26])=[O:27]>>[Br:1][c:2]1[cH:3][cH:4][c:5]2[c:6]([cH:7]1)[N:8]=[C:9]([N:11]([CH3:12])[CH3:13])[c:21]1[cH:20][cH:19][cH:18][c:17]3[c:22]1[N:14]2[CH2:15][CH2:16]3. Starting materials: Cc1ccc(F)cc1C1NC(=O)CC(c2cc(Cl)ccc2OCC2(C#N)CCCC2)C12C(=O)N(C(=O)OC(C)(C)C)c1cc(Cl)ccc12, O=C(O)C(F)(F)F. Yields the product Cc1ccc(F)cc1C1NC(=O)CC(c2cc(Cl)ccc2OCC2(C#N)CCCC2)C12C(=O)Nc1cc(Cl)ccc12. RXN SMILES: [C:1]([O:2][C:3](=[O:4])[N:8]1[C:9](=[O:48])[C:10]2([c:11]3[cH:12][cH:13][c:14]([Cl:17])[cH:15][c:16]31)[CH:18]([c:40]1[c:41]([CH3:47])[cH:42][cH:43][c:44]([F:46])[cH:45]1)[NH:19][C:20](=[O:39])[CH2:21][CH:22]2[c:23]1[c:24]([O:30][CH2:31][C:32]2([C:37]#[N:38])[CH2:33][CH2:34][CH2:35][CH2:36]2)[cH:25][cH:26][c:27]([Cl:29])[cH:28]1)([CH3:5])([CH3:6])[CH3:7].[OH:49][C:50]([C:51]([F:52])([F:53])[F:54])=[O:55]>>[NH:8]1[C:9](=[O:48])[C:10]2([c:11]3[cH:12][cH:13][c:14]([Cl:17])[cH:15][c:16]31)[CH:18]([c:40]1[c:41]([CH3:47])[cH:42][cH:43][c:44]([F:46])[cH:45]1)[NH:19][C:20](=[O:39])[CH2:21][CH:22]2[c:23]1[c:24]([O:30][CH2:31][C:32]2([C:37]#[N:38])[CH2:33][CH2:34][CH2:35][CH2:36]2)[cH:25][cH:26][c:27]([Cl:29])[cH:28]1. Reactants: FC(C(=O)O)(F)F.CN[C@@H](C(C)C)C(=O)N[C@@H](C(C)C)C(=O)N(C)[C@H]([C@@H](CC(=O)N1[C@@H](CCC1)[C@@H]([C@H](C(=O)N[C@H](C(=O)OCC12CC3CC(CC(C1)C3)C2)CC2=CC=CC=C2)C)OC)OC)[C@H](CC)C (N-methyl-L-valyl-N-[(3R,4S,5S)-1-{(2S)-2-[(1R,2R)-3-{[(2S)-1-(adamantan-1-ylmethoxy)-1-oxo-3-phenylpropan-2-yl]amino}-1-methoxy-2-methyl-3-oxopropyl]pyrrolidin-1-yl}-3-methoxy-5-methyl-1-oxoheptan-4-yl]-N-methyl-L-valinamide trifluoroacetate), C(CCC=O)(=O)O (succinaldehydic acid), C(#N)[BH3-].[Na+] (sodium cyanoborohydride), Cl (hydrochloric acid), 1-dioxane water, C(CCC=O)(=O)O (succinaldehydic acid), C(#N)[BH3-].[Na+] (sodium cyanoborohydride), Cl (hydrochloric acid). The solvent is C(C1=CC=CC=C1)OC(=O)N[C@@H](C(C)C)C(=O)N([C@H]([C@@H](CC(=O)OC(C)(C)C)OC)[C@H](CC)C)C (tert-butyl (3R,4S,5S)-4-[{N-[(benzyloxy)carbonyl]-L-valyl}(methyl)amino]-3-methoxy-5-methylheptanoate). Reaction conditions: temperature 100 celsius. Yields the product C(=O)(O)CCCN([C@@H](C(C)C)C(=O)N[C@@H](C(C)C)C(=O)N(C)[C@H]([C@@H](CC(=O)N1[C@@H](CCC1)[C@@H]([C@H](C(=O)N[C@H](C(=O)OCC12CC3CC(CC(C1)C3)C2)CC2=CC=CC=C2)C)OC)OC)[C@H](CC)C)C (N-(3-carboxypropyl)-N-methyl-L-valyl-N-[(3R,4S,5S)-1-{(2S)-2-[(1R,2R)-3-{[(2S)-1-(adamantan-1-ylmethoxy)-1-oxo-3-phenylpropan-2-yl]amino}-1-methoxy-2-methyl-3-oxopropyl]pyrrolidin-1-yl}-3-methoxy-5-methyl-1-oxoheptan-4-yl]-N-methyl-L-valinamide). RXN SMILES: FC(F)(F)C(O)=O.[CH3:8][NH:9][C@H:10]([C:14]([NH:16][C@H:17]([C:21]([N:23]([C@@H:25]([C@@H:67]([CH3:70])[CH2:68][CH3:69])[C@H:26]([O:65][CH3:66])[CH2:27][C:28]([N:30]1[CH2:34][CH2:33][CH2:32][C@H:31]1[C@H:35]([O:63][CH3:64])[C@@H:36]([CH3:62])[C:37]([NH:39][C@@H:40]([CH2:55][C:56]1[CH:61]=[CH:60][CH:59]=[CH:58][CH:57]=1)[C:41]([O:43][CH2:44][C:45]12[CH2:54][CH:49]3[CH2:50][CH:51]([CH2:53][CH:47]([CH2:48]3)[CH2:46]1)[CH2:52]2)=[O:42])=[O:38])=[O:29])[CH3:24])=[O:22])[CH:18]([CH3:20])[CH3:19])=[O:15])[CH:11]([CH3:13])[CH3:12].[C:71]([OH:77])(=[O:76])[CH2:72][CH2:73][CH:74]=O.C([BH3-])#N.[Na+].Cl>C(OC(N[C@H](C(N(C)[C@@H]([C@@H](C)CC)[C@H](OC)CC(OC(C)(C)C)=O)=O)C(C)C)=O)C1C=CC=CC=1>[C:71]([CH2:72][CH2:73][CH2:74][N:9]([CH3:8])[C@H:10]([C:14]([NH:16][C@H:17]([C:21]([N:23]([C@@H:25]([C@@H:67]([CH3:70])[CH2:68][CH3:69])[C@H:26]([O:65][CH3:66])[CH2:27][C:28]([N:30]1[CH2:34][CH2:33][CH2:32][C@H:31]1[C@H:35]([O:63][CH3:64])[C@@H:36]([CH3:62])[C:37]([NH:39][C@@H:40]([CH2:55][C:56]1[CH:57]=[CH:58][CH:59]=[CH:60][CH:61]=1)[C:41]([O:43][CH2:44][C:45]12[CH2:46][CH:47]3[CH2:53][CH:51]([CH2:50][CH:49]([CH2:48]3)[CH2:54]1)[CH2:52]2)=[O:42])=[O:38])=[O:29])[CH3:24])=[O:22])[CH:18]([CH3:19])[CH3:20])=[O:15])[CH:11]([CH3:13])[CH3:12])([OH:77])=[O:76] |f:0.1,3.4|. Reported procedure: 26 mg (26 μmol) of N-methyl-L-valyl-N-[(3R,4S,5S)-1-{(2S)-2-[(1R,2R)-3-{[(2S)-1-(adamantan-1-ylmethoxy)-1-oxo-3-phenylpropan-2-yl]amino}-1-methoxy-2-methyl-3-oxopropyl]pyrrolidin-1-yl}-3-methoxy-5-methyl-1-oxoheptan-4-yl]-N-methyl-L-valinamide trifluoroacetate and 33.9 μl of a 15% aqueous succinaldehydic acid solution (53 μmol) were dissolved in 957 μl of a 1:1-dioxane/water mixture and heated to 100° C. for 1 h. After brief cooling, 1.81 mg (29 μmol) of sodium cyanoborohydride were added. The r... The reactants are CCCC[Sn](CCCC)(CCCC)C1=CCCO1, N#Cc1c(OS(=O)(=O)C(F)(F)F)nc(N)nc1SCCc1ccccn1, C1COCCO1, CN(C)C=O. Yields the product N#Cc1c(SCCc2ccccn2)nc(N)nc1C1=CCCO1. RXN SMILES: [CH2:27]([Sn:28]([CH2:29][CH2:30][CH2:31][CH3:37])([C:32]1=[CH:36][CH2:35][CH2:34][O:33]1)[CH2:38][CH2:39][CH2:40][CH3:41])[CH2:42][CH2:43][CH3:44].[NH2:1][c:2]1[n:3][c:4]([S:18][CH2:19][CH2:20][c:21]2[n:22][cH:23][cH:24][cH:25][cH:26]2)[c:5]([C:16]#[N:17])[c:6]([O:8][S:9]([C:10]([F:11])([F:12])[F:13])(=[O:14])=[O:15])[n:7]1.[O:45]1[CH2:46][CH2:47][O:48][CH2:49][CH2:50]1.[O:51]=[CH:52][N:53]([CH3:54])[CH3:55]>>[NH2:1][c:2]1[n:3][c:4]([S:18][CH2:19][CH2:20][c:21]2[n:22][cH:23][cH:24][cH:25][cH:26]2)[c:5]([C:16]#[N:17])[c:6]([C:32]2=[CH:36][CH2:35][CH2:34][O:33]2)[n:7]1.